This data is from the Open Reaction Database (ORD), a public repository of structured organic reaction records. The task is: describe an organic reaction: reactants, conditions, products, and yield Reactants: [BH4-], CCO, CC(=O)c1cccc(Oc2ccc(Cl)cc2[N+](=O)[O-])c1, [Na+]. The product is CC(O)c1cccc(Oc2ccc(Cl)cc2[N+](=O)[O-])c1. Reaction SMILES: [BH4-:21].[CH3:23][CH2:24][OH:25].[Cl:1][c:2]1[cH:3][c:4]([N+:18](=[O:19])[O-:20])[c:5]([O:6][c:7]2[cH:8][c:9]([C:13]([CH3:14])=[O:15])[cH:10][cH:11][cH:12]2)[cH:16][cH:17]1.[Na+:22]>>[Cl:1][c:2]1[cH:3][c:4]([N+:18](=[O:19])[O-:20])[c:5]([O:6][c:7]2[cH:8][c:9]([CH:13]([CH3:14])[OH:15])[cH:10][cH:11][cH:12]2)[cH:16][cH:17]1. Reactants: C1(=CC=CC=C1)C1CCNC(O1)=O (6-phenyl-1,3-oxazinan-2-one), C=1C=CN=C(C1)C=2C=CC=CN2 (bipyridine), C1(CC1)B(O)O (cyclopropylboronic acid), C(=O)([O-])[O-].[Na+].[Na+] (Na2CO3). Reagents/catalysts: CC(=O)[O-].CC(=O)[O-].[Cu+2] (Cu(OAc)2). Solvent: ClC(C)Cl (dichloroethane). Conditions: temperature 70 celsius, time 22 hour. Product: OC(CC1(CCNC(O1)=O)C1=CC=CC=C1)(C)C (6-(2-hydroxy-2-methylpropyl)-6-phenyl-1,3-oxazinan-2-one). As a reaction SMILES: [C:1]1([CH:7]2[O:12]C(=O)NC[CH2:8]2)C=CC=CC=1.[CH:14]1[CH:15]=CN=[C:18]([C:20]2[CH:21]=[CH:22][CH:23]=[CH:24][N:25]=2)[CH:19]=1.[CH:26]1(B(O)O)CC1.[C:32]([O-:35])([O-])=[O:33].[Na+].[Na+]>ClC(Cl)C.CC([O-])=O.CC([O-])=O.[Cu+2]>[OH:12][C:7]([CH3:1])([CH3:8])[CH2:26][C:22]1([C:21]2[CH:15]=[CH:14][CH:19]=[CH:18][CH:20]=2)[O:35][C:32](=[O:33])[NH:25][CH2:24][CH2:23]1 |f:3.4.5,7.8.9|. Reported procedure: A mixture of (S)-6-(2-hydroxy-2-methylpropyl)-3-(S)-1-(4-(2-oxo-1,2-dihydropyridin-4-yl)phenyl)ethyl)-6-phenyl-1,3-oxazinan-2-one (1.683 g, 3.77 mmol, 1.0 equiv), Cu(OAc)2 (0.692 g, 3.81 mmol, 1.01 equiv), bipyridine (0.599 g, 3.83 mmol, 1.02 equiv), cyclopropylboronic acid (0.681 g, 7.93 mmol, 2.10 equiv) and Na2CO3 (0.890 g, 8.40 mmol, 2.23 equiv) in dichloroethane (40 mL) was stirred at 70° C. for 22 h under air. The reaction mixture was quenched with satd aq NH4Cl, diluted with CH2Cl2, dried... The reactants are B, B, CO, Cl, C1CCOC1, N#CCC(O)c1csc2ccccc12. The product is Cl, NCCC(O)c1csc2ccccc12. Reaction SMILES: [BH3:20].[BH3:21].[CH3:23][OH:24].[ClH:22].[O:15]1[CH2:16][CH2:17][CH2:18][CH2:19]1.[s:1]1[c:2]2[c:3]([c:4]([CH:6]([CH2:7][C:8]#[N:9])[OH:10])[cH:5]1)[cH:11][cH:12][cH:13][cH:14]2>>[ClH:22].[s:1]1[c:2]2[c:3]([c:4]([CH:6]([CH2:7][CH2:8][NH2:9])[OH:10])[cH:5]1)[cH:11][cH:12][cH:13][cH:14]2. The reactants are C(C=C)OC(=O)O[C@H](C)[C@@H]1[C@@H]2N(C(=C([C@@H]2C)CO)C(=O)OCC=C)C1=O (allyl (1S,5R,6S)-6-[(1R)-1-allyloxycarbonyloxyethyl]-2-hydroxymethyl-1-methyl-1-carbapen-2-em-3-carboxylate), OCCC1=NC=C2SC=CN21 (5-(2-hydroxyethyl)imidazo[5,1-b]thiazole). The product is O[C@H](C)[C@@H]1[C@@H]2N(C(=C([C@@H]2C)CN2C(=[N+]3C(SC=C3)=C2)CCO)C(=O)[O-])C1=O ((1S,5R,6S)-6-[(1R)-1-hydroxyethyl]-2-[5-(2-hydroxyethyl)imidazo[5,1-b]thiazolium-6-yl]methyl-1-methyl-1-carbapen-2-em-3-carboxylate). Isolated yield 6.0%. As a reaction SMILES: C(OC([O:7][C@@H:8]([C@H:10]1[C:25](=[O:26])[N:12]2[C:13]([C:19]([O:21]CC=C)=[O:20])=[C:14]([CH2:17]O)[C@H:15]([CH3:16])[C@H:11]12)[CH3:9])=O)C=C.[OH:27][CH2:28][CH2:29][C:30]1[N:37]2[C:33]([S:34][CH:35]=[CH:36]2)=[CH:32][N:31]=1>>[OH:7][C@@H:8]([C@H:10]1[C:25](=[O:26])[N:12]2[C:13]([C:19]([O-:21])=[O:20])=[C:14]([CH2:17][N:31]3[CH:32]=[C:33]4[S:34][CH:35]=[CH:36][N+:37]4=[C:30]3[CH2:29][CH2:28][OH:27])[C@H:15]([CH3:16])[C@H:11]12)[CH3:9]. Reported procedure: The same procedure as in Example 1 was repeated except that 134 mg of allyl (1S,5R,6S)-6-[(1R)-1-allyloxycarbonyloxyethyl]-2-hydroxymethyl-1-methyl-1-carbapen-2-em-3-carboxylate and 185 mg of 5-(2-hydroxyethyl)imidazo[5,1-b]thiazole were used, thereby obtaining 8.6 mg of the title compound. The reactants are C, CN(C(=O)OC(C)(C)C)C1(C2CCN(C(=O)OCc3ccccc3)C2)CC1, CCO, [Pd]. The product is CN(C(=O)OC(C)(C)C)C1(C2CCNC2)CC1. As a reaction SMILES: [C:31].[CH2:1]([O:2][C:3](=[O:4])[N:11]1[CH2:12][CH:13]([C:16]2([N:19]([CH3:20])[C:21](=[O:22])[O:23][C:24]([CH3:25])([CH3:26])[CH3:27])[CH2:17][CH2:18]2)[CH2:14][CH2:15]1)[c:5]1[cH:6][cH:7][cH:8][cH:9][cH:10]1.[CH3:28][CH2:29][OH:30].[Pd:32]>>[NH:11]1[CH2:12][CH:13]([C:16]2([N:19]([CH3:20])[C:21](=[O:22])[O:23][C:24]([CH3:25])([CH3:26])[CH3:27])[CH2:17][CH2:18]2)[CH2:14][CH2:15]1. Starting materials: solution, [Cl-].C[Al+]C (dimethylaluminumchloride), C(C)OCC (diethylether), C(C)(C)(C)[Si](C)(C)O[C@H]1CCC[C@@]2(C(CCC[C@@H]12)=CC)C ((1S,4aS,8aR)-tert-Butyl-(5-ethylidene-4a-methyl-decahydro-naphtalen-1-yloxy)-dimethylsilane), C=O (paraformaldehyde). Solvent: CCCCCC (hexane), C1(=CC=CC=C1)C (toluene). Run at temperature 0 celsius, time 1 hour. Product: C(C)(C)(C)[Si](O[C@@H]1[C@@H]2CCC=C([C@]2(CCC1)C)[C@@H](CO)C)(C)C ((S)-2-[(4aR,5S,8aS)-5-(tert-Butyl-dimethyl-silanyloxy)-8a-methyl-3,4,4a,5,6,7,8,8a-octahydro-naphtalen-1-yl]-propan-1-ol). Yield: 67.5%. Reaction SMILES: [C:1]([Si:5]([O:8][C@@H:9]1[C@H:18]2[C@@:13]([CH3:21])([C:14](=CC)[CH2:15][CH2:16][CH2:17]2)[CH2:12][CH2:11][CH2:10]1)([CH3:7])[CH3:6])([CH3:4])([CH3:3])[CH3:2].[CH2:22]=O.[Cl-].C[Al+]C.C([O:30][CH2:31][CH3:32])C>C1(C)C=CC=CC=1.CCCCCC>[C:1]([Si:5]([CH3:7])([CH3:6])[O:8][C@H:9]1[CH2:10][CH2:11][CH2:12][C@@:13]2([CH3:21])[C@H:18]1[CH2:17][CH2:16][CH:15]=[C:14]2[C@H:32]([CH3:22])[CH2:31][OH:30])([CH3:3])([CH3:4])[CH3:2] |f:2.3|. Reported procedure: To a stirred solution of 3.11 g (10.1 mMol) of (1S,4aS,8aR)-tert-Butyl-(5-ethylidene-4a-methyl-decahydro-naphtalen-1-yloxy)-dimethylsilane in 125 ml of toluene are added 0.33 g (11.1 mMol) of finely powdered paraformaldehyde. The reaction mixture is cooled to 0° C. and 12.56 ml of a one molar solution of dimethylaluminumchloride in hexane are added and kept for one hour at this temperature. The reaction mixture is stirred at room temperature overnight, diluted with diethylether, washed with 1N H... The reactants are [N+](=O)([O-])[O-].[K+] (Potassium nitrate), C(C)(=O)N1CCN2C3=C(CC1C2)C=CC=C3 (4-acetyl-3,4,5,6-tetrahydro-2H-1,5-methano-1,4-benzodiazocine). Run in S(O)(O)(=O)=O (sulfuric acid). Reaction conditions: time 3 day. Product: C(C)(=O)N1CCN2C3=C(CC1C2)C=CC(=C3)[N+](=O)[O-] (4-acetyl-9-nitro-3,4,5,6-tetrahydro-2H-1,5-methano-1,4-benzodiazocine). The yield is 6.9%. As a reaction SMILES: [N+:1]([O-:4])([O-])=[O:2].[K+].[C:6]([N:9]1[CH:16]2[CH2:17][N:12]([C:13]3[CH:21]=[CH:20][CH:19]=[CH:18][C:14]=3[CH2:15]2)[CH2:11][CH2:10]1)(=[O:8])[CH3:7]>S(=O)(=O)(O)O>[C:6]([N:9]1[CH:16]2[CH2:17][N:12]([C:13]3[CH:21]=[C:20]([N+:1]([O-:4])=[O:2])[CH:19]=[CH:18][C:14]=3[CH2:15]2)[CH2:11][CH2:10]1)(=[O:8])[CH3:7] |f:0.1|. Reported procedure: Potassium nitrate (13.14 g.) was added in portions to a solution of 4-acetyl-3,4,5,6-tetrahydro-2H-1,5-methano-1,4-benzodiazocine (26.43 g.) in concentrated sulfuric acid (100 ml.). The mixture was stirred for about three days at room temperature, then quenched in ice (1500 ml.). The resulting mixture was basified with aqueous sodium hydroxide (35%) and extracted with chloroform. The chloroform extract was dried over potassium carbonate, treated with charcoal, filtered and stripped of solvent. R...